From a dataset of the Open Reaction Database (ORD), a public repository of structured organic reaction records. describe an organic reaction: reactants, conditions, products, and yield Starting materials: diester, ClC1=CC=C2C=CC(=NC2=C1)C=CC=1C=C(C=CC1)C(C(O)C=1C=C(OCC(=O)OC)C=CC1)SCCC(=O)OC (methyl 3-[2-(3-(2-(7-chloroquinolin-2-yl)ethenyl)phenyl)-1-hydroxy-2-((2-carbomethoxyethyl)thio)ethyl]phenoxyacetate), diacid. The solvent is [OH-].[Na+] (sodium hydroxide). Product: ClC1=CC=C2C=CC(=NC2=C1)C=CC=1C=C(C=CC1)C(C(O)C=1C=C(OCC(=O)O)C=CC1)SCCC(=O)O (3-[2-(3-(2-(7-chloroquinolin-2-yl)ethenyl)phenyl)-1-hydroxy-2-((2-carboxyethyl)thio)ethyl]phenoxyacetic acid). RXN SMILES: [Cl:1][C:2]1[CH:11]=[C:10]2[C:5]([CH:6]=[CH:7][C:8]([CH:12]=[CH:13][C:14]3[CH:15]=[C:16]([CH:20]([S:35][CH2:36][CH2:37][C:38]([O:40]C)=[O:39])[CH:21]([C:23]4[CH:24]=[C:25]([CH:32]=[CH:33][CH:34]=4)[O:26][CH2:27][C:28]([O:30]C)=[O:29])[OH:22])[CH:17]=[CH:18][CH:19]=3)=[N:9]2)=[CH:4][CH:3]=1>[OH-].[Na+]>[Cl:1][C:2]1[CH:11]=[C:10]2[C:5]([CH:6]=[CH:7][C:8]([CH:12]=[CH:13][C:14]3[CH:15]=[C:16]([CH:20]([S:35][CH2:36][CH2:37][C:38]([OH:40])=[O:39])[CH:21]([C:23]4[CH:24]=[C:25]([CH:32]=[CH:33][CH:34]=4)[O:26][CH2:27][C:28]([OH:30])=[O:29])[OH:22])[CH:17]=[CH:18][CH:19]=3)=[N:9]2)=[CH:4][CH:3]=1 |f:1.2|. Reported procedure: To an ethanolic solution (100 mL) of the diester from Step F (0.01 mol) is added 1N sodium hydroxide solution (30 mL). This mixture is stirred at ambient temperature until all of the diester is converted to the diacid. The product is isolated and purified by first removing the solvent then resuspending the solidified residue in water. This basic suspension is then made acid (pH 4 to 5) with dilute hydrogen chloride solution and the resulting solid isolated by filtration and air dried. This is th... Reactants: ClC=1C=C(C=CC1)C1CN(C(O1)=O)C(CC1=CC(=C(C=C1)O)O)C (5-(3-chlorophenyl) -3-(2-(3,4-dihydroxyphenyl)-1-methylethyl )-2-oxazolidinone), BrC(C(=O)N)(C(=O)N)Br (dibromomalonamide), C([O-])([O-])=O.[K+].[K+] (potassium carbonate). The solvent is C(C)#N (acetonitrile). Product: ClC=1C=C(C=CC1)C1CN(C(O1)=O)C(CC1=CC2=C(OC(O2)(C(=O)N)C(=O)N)C=C1)C (5-(2-(5-(3-chlorophenyl)-2-oxo-3-oxazolidinyl)propyl)-1,3 -benzodioxole-2,2-dicarboxamide). RXN SMILES: [Cl:1][C:2]1[CH:3]=[C:4]([CH:8]2[O:12][C:11](=[O:13])[N:10]([CH:14]([CH3:24])[CH2:15][C:16]3[CH:21]=[CH:20][C:19]([OH:22])=[C:18]([OH:23])[CH:17]=3)[CH2:9]2)[CH:5]=[CH:6][CH:7]=1.Br[C:26](Br)([C:30]([NH2:32])=[O:31])[C:27]([NH2:29])=[O:28].C(=O)([O-])[O-].[K+].[K+]>C(#N)C>[Cl:1][C:2]1[CH:3]=[C:4]([CH:8]2[O:12][C:11](=[O:13])[N:10]([CH:14]([CH3:24])[CH2:15][C:16]3[CH:21]=[CH:20][C:19]4[O:22][C:26]([C:30]([NH2:32])=[O:31])([C:27]([NH2:29])=[O:28])[O:23][C:18]=4[CH:17]=3)[CH2:9]2)[CH:5]=[CH:6][CH:7]=1 |f:2.3.4|. Procedure: One equivalent of 5-(3-chlorophenyl) -3-(2-(3,4-dihydroxyphenyl)-1-methylethyl )-2-oxazolidinone, prepared by the procedure of U.S. Pat. No. 5,061,727; Example 1, one equivalent of dibromomalonamide, acetonitrile, and 4 equivalents of potassium carbonate are stirred at room temperature for 18 hours. The reaction mixture is filtered and evaporated in vacuo to give 5-(2-(5-(3-chlorophenyl)-2-oxo-3-oxazolidinyl)propyl)-1,3 -benzodioxole-2,2-dicarboxamide.